From a dataset of the Open Reaction Database (ORD), a public repository of structured organic reaction records. describe an organic reaction: reactants, conditions, products, and yield Starting materials: COC1=NC=CC2=C1C(=NN2C(C2=CC=CC=C2)(C2=CC=CC=C2)C2=CC=CC=C2)C=2C=NNC2 (4-methoxy-3-(1H-pyrazol-4-yl)-1-trityl-1H-pyrazolo[4,3-c]pyridine), C1(CC1)CBr (cyclopropylmethyl bromide). Product: C1(CC1)CN1N=CC(=C1)C1=NNC2=C1C(=NC=C2)OC (3-(1-(Cyclopropylmethyl)-1H-pyrazol-4-yl)-4-methoxy-1H-pyrazolo[4,3-c]pyridine). The yield is 45.0%. Reaction SMILES: [CH3:1][O:2][C:3]1[C:8]2[C:9]([C:31]3[CH:32]=[N:33][NH:34][CH:35]=3)=[N:10][N:11](C(C3C=CC=CC=3)(C3C=CC=CC=3)C3C=CC=CC=3)[C:7]=2[CH:6]=[CH:5][N:4]=1.[CH:36]1([CH2:39]Br)[CH2:38][CH2:37]1>>[CH:36]1([CH2:39][N:34]2[CH:35]=[C:31]([C:9]3[C:8]4[C:3]([O:2][CH3:1])=[N:4][CH:5]=[CH:6][C:7]=4[NH:11][N:10]=3)[CH:32]=[N:33]2)[CH2:38][CH2:37]1. Procedure: Prepared according to the general procedure described in Example 86, by reacting 4-methoxy-3-(1H-pyrazol-4-yl)-1-trityl-1H-pyrazolo[4,3-c]pyridine with cyclopropylmethyl bromide to give the title compound (21.3 mg, 45% over two steps). LC-MS (Method G): m/z=270.0 [M+H]+; 3.41 min. 1H-NMR (400 MHz, DMSO): δ 13.25 (s, 1H), 8.33 (s, 1H), 7.99 (s, 1H), 7.85 (d, J=5.7, 1H), 7.08 (d, J=5.9, 1H), 4.09-4.03 (m, 5H), 1.37-1.24 (m, 1H), 0.63-0.54 (m, 2H), 0.46-0.39 (m, 2H).